Dataset: the Open Reaction Database (ORD), a public repository of structured organic reaction records. Task: describe an organic reaction: reactants, conditions, products, and yield Reactants: Cc1cnc(N2CCN(C(=O)c3ccc(Br)cc3[N+](=O)[O-])CC2)c(C)c1, O=C1NCCO1. Product: Cc1cnc(N2CCN(C(=O)c3ccc(N4CCOC4=O)cc3[N+](=O)[O-])CC2)c(C)c1. RXN SMILES: [Br:1][c:2]1[cH:3][c:4]([N+:24](=[O:25])[O-:26])[c:5]([C:8](=[O:9])[N:10]2[CH2:11][CH2:12][N:13]([c:16]3[n:17][cH:18][c:19]([CH3:23])[cH:20][c:21]3[CH3:22])[CH2:14][CH2:15]2)[cH:6][cH:7]1.[O:27]1[C:28](=[O:32])[NH:29][CH2:30][CH2:31]1>>[c:2]1([N:29]2[C:28](=[O:32])[O:27][CH2:31][CH2:30]2)[cH:3][c:4]([N+:24](=[O:25])[O-:26])[c:5]([C:8](=[O:9])[N:10]2[CH2:11][CH2:12][N:13]([c:16]3[n:17][cH:18][c:19]([CH3:23])[cH:20][c:21]3[CH3:22])[CH2:14][CH2:15]2)[cH:6][cH:7]1. Reactants: Cl.CN (methylamine hydrochloride), C(=O)(O)CN1C(SC(C1=O)=COCC)=S (3-carboxymethyl-5ethoxymethylidenerhodanine), N(CCO)(CCO)CCO (triethanolamine). Solvent: C(C)O (ethanol), C(C)O (ethanol). Run at time 1 hour. Yields the product CN.C(=O)(O)CN1C(SC(C1=O)=CNC)=S (3-carboxymethyl-5-methylaminomethylidenerhodanine methylamine salt). The yield is 75.9%. As a reaction SMILES: Cl.CN.[N:4](CCO)(CCO)[CH2:5]CO.[C:14]([CH2:17][N:18]1[C:22](=[O:23])[C:21](=[CH:24]OCC)[S:20][C:19]1=[S:28])([OH:16])=[O:15]>C(O)C>[CH3:5][NH2:4].[C:14]([CH2:17][N:18]1[C:22](=[O:23])[C:21](=[CH:24][NH:4][CH3:5])[S:20][C:19]1=[S:28])([OH:16])=[O:15] |f:0.1,5.6|. Procedure: A mixture of 0.68 g (0.010 mole) of methylamine hydrochloride and 5 ml of ethanol, which was neutralized with 1.0 g (0.010 mole) of triethanolamine, was added to a mixture of 1.2 g (0.005 mole) of 3-carboxymethyl-5ethoxymethylidenerhodanine and 10 ml of ethanol. The reaction was conducted at a temperature of 50° to 60° C. for 1 hour. The reaction mixture was concentrated and the resulting residue was recrystallized from ethanol to give 1.0 g of 3-carboxymethyl-5-methylaminomethylidenerhodanine m...